This data is from the Open Reaction Database (ORD), a public repository of structured organic reaction records. The task is: describe an organic reaction: reactants, conditions, products, and yield Starting materials: FC1=C(C#N)C=CC=C1 (2-fluorobenzonitrile), NCC12CCCN2CCC1 (5-aminomethyl-1-azabicyclo[3.3.0]octane). The product is N12CCCC2(CCC1)CNC1=C(C#N)C=CC=C1 (2-[(1-Azabicyclo[3.3.0]octan-5-yl)methylamino]benzonitrile), liquid. Isolated yield 94.2%. As a reaction SMILES: F[C:2]1[CH:9]=[CH:8][CH:7]=[CH:6][C:3]=1[C:4]#[N:5].[NH2:10][CH2:11][C:12]12[CH2:19][CH2:18][CH2:17][N:16]1[CH2:15][CH2:14][CH2:13]2>>[N:16]12[CH2:17][CH2:18][CH2:19][C:12]1([CH2:11][NH:10][C:2]1[CH:9]=[CH:8][CH:7]=[CH:6][C:3]=1[C:4]#[N:5])[CH2:13][CH2:14][CH2:15]2. Procedure details: The procedures described in Example 1 were repeated except that 2-fluorobenzonitrile (671 mg, 5.54 mmol) and 5-aminomethyl-1-azabicyclo[3.3.0]octane (1.94 g, 13.9 mmol) were employed. In this case, the desired compound was obtained as a colorless liquid (1.26 g, 94.2%). Reactants: NN1N=C(C2=C(C1=O)SC=C2)C2=CC=CC=C2 (6-amino-4-phenylthieno[2,3-d]pyridazin-7(6H)-one), FC1=CC=C(C=C1)CC(=O)O (2-(4-fluorophenyl)acetic acid). Yields the product FC1=CC=C(C=C1)CC(=O)NN1N=C(C2=C(C1=O)SC=C2)C2=CC=CC=C2 (2-(4-fluorophenyl)-N-(7-oxo-4-phenylthieno[2,3-d]pyridazin-6(7H)-yl)acetamide). RXN SMILES: [NH2:1][N:2]1[C:7](=[O:8])[C:6]2[S:9][CH:10]=[CH:11][C:5]=2[C:4]([C:12]2[CH:17]=[CH:16][CH:15]=[CH:14][CH:13]=2)=[N:3]1.[F:18][C:19]1[CH:24]=[CH:23][C:22]([CH2:25][C:26](O)=[O:27])=[CH:21][CH:20]=1>>[F:18][C:19]1[CH:24]=[CH:23][C:22]([CH2:25][C:26]([NH:1][N:2]2[C:7](=[O:8])[C:6]3[S:9][CH:10]=[CH:11][C:5]=3[C:4]([C:12]3[CH:17]=[CH:16][CH:15]=[CH:14][CH:13]=3)=[N:3]2)=[O:27])=[CH:21][CH:20]=1. Reported procedure: The product from Example 29B and 2-(4-fluorophenyl)acetic acid were processed using a method similar to that described in Example 17C to afford the title compound. 1H NMR (500 MHz, DMSO-d6) δ ppm 3.71 (s, 2H) 7.18 (t, J=8.85 Hz, 2H) 7.41 (dd, J=8.54, 5.80 Hz, 2H) 7.48-7.65 (m, 4H) 7.63-7.78 (m, 2H) 8.36 (d, J=5.19 Hz, 1H) 11.80 (s, 1 H); MS (ESI) m/z 380 (M+H)+.